This data is from the Open Reaction Database (ORD), a public repository of structured organic reaction records. The task is: describe an organic reaction: reactants, conditions, products, and yield Reactants: COP(=O)(N1C([C@H](C1)NC(OCC1=CC=CC=C1)=O)=O)OC ((S)-[1-(Dimethoxyphosphinyl)-2-oxo-3-azetidinyl]carbamic acid, phenylmethyl ester), NC(=S)N (thiourea). Solvent: C(C)#N (acetonitrile). Product: O=C1N(C[C@@H]1NC(=O)OCC1=CC=CC=C1)P(OC)([O-])=O ((S)-[2-oxo-3-[[(phenylmethoxy)carbonyl]amino]-1-azetidinyl]phosphonic acid, methyl ester), C(=S)(N)N (thiuronium). Reaction SMILES: [CH3:1][O:2][P:3]([O:21]C)([N:5]1[CH2:8][C@H:7]([NH:9][C:10](=[O:19])[O:11][CH2:12][C:13]2[CH:18]=[CH:17][CH:16]=[CH:15][CH:14]=2)[C:6]1=[O:20])=[O:4].[NH2:23][C:24]([NH2:26])=[S:25]>C(#N)C>[O:20]=[C:6]1[C@@H:7]([NH:9][C:10]([O:11][CH2:12][C:13]2[CH:18]=[CH:17][CH:16]=[CH:15][CH:14]=2)=[O:19])[CH2:8][N:5]1[P:3](=[O:4])([O-:21])[O:2][CH3:1].[C:24]([NH2:26])([NH2:23])=[S:25]. Procedure details: (S)-[1-(Dimethoxyphosphinyl)-2-oxo-3-azetidinyl]carbamic acid, phenylmethyl ester (100 mg; see example 1) was dissolved in 2 ml of acetonitrile, thiourea (23 mg) was added, and the mixture was refluxed under a nitrogen atmosphere for 20 hours. Solvent was then removed in vacuo and the residue was worked into a hygroscopic powder by triturating several times with anhydrous ether yielding (S)-[2-oxo-3-[[(phenylmethoxy)carbonyl]amino]-1-azetidinyl]phosphonic acid, methyl ester, thiuronium salt. The reactants are C(C(=O)Cl)(=O)Cl (Oxalyl chloride), CC(C)(C)C=1C=C(C=CC(=O)O)C=C(C1O)C(C)(C)C (3,5-bis(1,1-dimethylethyl)-4-hydroxycinnamic acid), CC(C)(C)N(N)C(=O)O (1,1-dimethylethyl hydrazinecarboxylic acid). The solvent is C(Cl)Cl (methylene chloride), CN(C=O)C (N,N-dimethylformamide). Conditions: time 18 hour. Yields the product CC(C)(C)N(NC(C=CC1=CC(=C(C(=C1)C(C)(C)C)O)C(C)(C)C)=O)C(=O)O (1,1-dimethylethyl 2-[3-[3,5-bis(1,1-dimethylethyl)-4-hydroxyphenyl]-1-oxo-2-propenyl]hydrazinecarboxylic acid). Isolated yield 73.6%. Reaction SMILES: C(Cl)(=O)C(Cl)=O.[CH3:7][C:8]([C:11]1[CH:12]=[C:13]([CH:19]=[C:20]([C:23]([CH3:26])([CH3:25])[CH3:24])[C:21]=1[OH:22])[CH:14]=[CH:15][C:16]([OH:18])=O)([CH3:10])[CH3:9].[CH3:27][C:28]([N:31]([C:33]([OH:35])=[O:34])[NH2:32])([CH3:30])[CH3:29]>C(Cl)Cl.CN(C)C=O>[CH3:27][C:28]([N:31]([C:33]([OH:35])=[O:34])[NH:32][C:16](=[O:18])[CH:15]=[CH:14][C:13]1[CH:12]=[C:11]([C:8]([CH3:7])([CH3:10])[CH3:9])[C:21]([OH:22])=[C:20]([C:23]([CH3:25])([CH3:24])[CH3:26])[CH:19]=1)([CH3:30])[CH3:29]. Reported procedure: Oxalyl chloride (2.9 g, 0.023 mole) is added dropwise to a stirred 0° C. solution of 3,5-bis(1,1-dimethylethyl)-4-hydroxycinnamic acid (4.3 g, 0.016 mole) in methylene chloride (30 ml) and N,N-dimethylformamide (0.5 ml . After one hour the solvent is removed in vacuo. The residue is dissolved in methylene chloride (30 ml) and added dropwise to a stirred 0° C. solution of 1,1-dimethylethyl hydrazinecarboxylic acid (4.5 g, 0.034 mole). After the addition is complete, the mixture is allowed to warm... The reactants are C[O-], CCOc1cccnc1Cl, [Na+], O. Yields the product CCOc1cccnc1OC. RXN SMILES: [CH3:11][O-:12].[Cl:1][c:2]1[n:3][cH:4][cH:5][cH:6][c:7]1[O:8][CH2:9][CH3:10].[Na+:13].[OH2:14]>>[c:2]1([O:12][CH3:11])[n:3][cH:4][cH:5][cH:6][c:7]1[O:8][CH2:9][CH3:10]. The reactants are CuCl2, BrC=1C=C(C=C(C1)Cl)OC1=C(C=CC(=C1F)C)N ({2-[(3-bromo-5-chlorophenyl)oxy]-3-fluoro-4-methylphenyl}amine), Cl (HCl), N(=O)OC(C)(C)C (t-Butyl nitrite), CCOC(=O)C (EtOAc). Solvent: C(C)#N (acetonitrile). Run at time 0.5 hour. Yields the product BrC=1C=C(C=C(C1)Cl)OC1=C(C=CC(=C1F)C)Cl (2-[(3-bromo-5-chlorophenyl)oxy]-1-chloro-3-fluoro-4-methylbenzene). Isolated yield 60.0%. Reaction SMILES: N(OC(C)(C)C)=O.[Br:8][C:9]1[CH:10]=[C:11]([O:16][C:17]2[C:22]([F:23])=[C:21]([CH3:24])[CH:20]=[CH:19][C:18]=2N)[CH:12]=[C:13]([Cl:15])[CH:14]=1.[ClH:26].CCOC(C)=O>C(#N)C>[Br:8][C:9]1[CH:10]=[C:11]([O:16][C:17]2[C:22]([F:23])=[C:21]([CH3:24])[CH:20]=[CH:19][C:18]=2[Cl:26])[CH:12]=[C:13]([Cl:15])[CH:14]=1. Reported procedure: To an oven dried flask was added CuCl2 (4.06 g, 30.2 mmol). The flask was placed under high vacuum, flushed with nitrogen and acetonitrile (30 mL) was added. t-Butyl nitrite (4.50 mL, 37.8 mmol) was added dropwise. The stirred solution was placed in an oil bath at 50° C. under gentle stream of nitrogen, heated for 5 min and a solution of {2-[(3-bromo-5-chlorophenyl)oxy]-3-fluoro-4-methylphenyl}amine in acetonitrile (40 mL) was added dropwise. The reaction was stirred for 0.5 h, cooled in an ice ... Starting materials: [H-].[Al+3].[Li+].[H-].[H-].[H-] (lithium aluminium hydride), C1(=CC=CC=C1)C1CCC(CC1)=O (4-phenylcyclohexanone), Cl (hydrochloric acid). Solvent: O1CCCC1 (tetrahydrofuran), O1CCCC1 (tetrahydrofuran). The product is C1(=CC=CC=C1)[C@@H]1CC[C@H](CC1)O (trans-4-phenylcyclohexanol). The yield is 71.2%. Reaction SMILES: [H-].[Al+3].[Li+].[H-].[H-].[H-].Cl.[C:8]1([CH:14]2[CH2:19][CH2:18][C:17](=[O:20])[CH2:16][CH2:15]2)[CH:13]=[CH:12][CH:11]=[CH:10][CH:9]=1>O1CCCC1>[C:8]1([C@H:14]2[CH2:15][CH2:16][C@H:17]([OH:20])[CH2:18][CH2:19]2)[CH:13]=[CH:12][CH:11]=[CH:10][CH:9]=1 |f:0.1.2.3.4.5|. Procedure details: First, 2 g of lithium aluminium hydride and 20 ml of tetrahydrofuran were placed in a 300 ml flask. Then, a solution in which 25 g of 4-phenylcyclohexanone was dissolved in 200 ml of tetrahydrofuran was added dropwise to the mixture at room temperature. The mixture was stirred under reflux for 1 hour. Diluted hydrochloric acid was added to the reaction mixture, and an organic layer was extracted with ether. The ether layer was washed with water and dried over anhydrous sodium sulfate. Thereafter... Procedure details: Synthesis of isosafrale To 80 g (0.49 mmol) of safrole was added 100 ml of a 3N solution of potassium hydroxide (KOH) in n-butyl alcohol and the reaction mixture was stirred at room temperature for 3 h. The mixture was poured into a solution of 12 ml of concentrated hydrochloric acid (HCl), and 52 ml of ice water. After neutralization with additional concentrated HCl, the organic layer was extracted with three 35-ml portions of ethyl acetate. The organic extracts were treated with brine, dried o... The reactants are O1COC2=CC(CC=C)=CC=C12 (safrole), Cl (hydrochloric acid), ice water, solution, [OH-].[K+] (potassium hydroxide). Product: O1COC2=CC(C=CC)=CC=C12 (isosafrole). Conditions: time 3 hour. RXN SMILES: [O:1]1[C:12]2[C:4](=[CH:5][C:6](=[CH:10][CH:11]=2)[CH2:7][CH:8]=[CH2:9])[O:3][CH2:2]1.[OH-].[K+].Cl>C(O)CCC>[O:1]1[C:12]2[C:4](=[CH:5][C:6](=[CH:10][CH:11]=2)[CH:7]=[CH:8][CH3:9])[O:3][CH2:2]1 |f:1.2|. Isolated yield 98652.6%. Solvent: C(CCC)O (n-butyl alcohol).